Dataset: the Open Reaction Database (ORD), a public repository of structured organic reaction records. Task: describe an organic reaction: reactants, conditions, products, and yield The reactants are O\C=C(/C(=O)OC)\CC=1C=NC(=NC1)OC ((Z)-methyl 3-hydroxy-2-((2-methoxypyrimidin-5-yl)methyl)acrylate), NC(=S)N (thiourea). Solvent: C(C)(C)O (isopropanol). Conditions: temperature 83 celsius. Yields the product COC1=NC=C(C=N1)CC=1C(NC(NC1)=S)=O (5-((2-methoxypyrimidin-5-yl)methyl)-2-thioxo-2,3-dihydropyrimidin-4(1H)-one). Isolated yield 39.8%. RXN SMILES: O/[CH:2]=[C:3](/[CH2:8][C:9]1[CH:10]=[N:11][C:12]([O:15][CH3:16])=[N:13][CH:14]=1)\[C:4]([O:6]C)=O.[NH2:17][C:18]([NH2:20])=[S:19]>C(O)(C)C>[CH3:16][O:15][C:12]1[N:11]=[CH:10][C:9]([CH2:8][C:3]2[C:4](=[O:6])[NH:17][C:18](=[S:19])[NH:20][CH:2]=2)=[CH:14][N:13]=1. Procedure: A mixture of (Z)-methyl 3-hydroxy-2-((2-methoxypyrimidin-5-yl)methyl)acrylate (10 g, 42.0 mmol) and thiourea (6.39 g, 84 mmol) in isopropanol (200 mL) was heated at 83° C. overnight. After removing the solvent, the residue was dissolved in water, washed with diethyl ether twice and acidified with AcOH to pH=4.5. The resulting solid was filtered and concentrated in vacuo to afford the title compound (4.4 g, 16.70 mmol, 39.8% yield) as yellow solid. LCMS: rt=1.31 min, [M+H+]=251 Reactants: C([O-])([O-])=O.[K+].[K+] (potassium carbonate), Cl.Cl.C1(CCCCC1)[NH2+]C1=NC(N(C12CC[NH2+]CC2)C2=CC(=CC=C2)F)=O (4-(cyclohexylammonio)-1-(3-fluorophenyl)-2-oxo-1,3-diaza-8-azoniaspiro[4.5]dec-3-ene dihydrochloride), BrCC=1C=CC(=NC1)NC(OC(C)(C)C)=O (tert-butyl 5-(bromomethyl)pyridin-2-ylcarbamate), N1=C(C=CC=C1C)C.[Li+].[Br-].C1CCOC1 (lutidine LiBr THF). Solvent: CN(C)C=O (DMF), O (H2O). Run at temperature 55 celsius, time 8 hour. Product: C1(CCCCC1)NC1=NC(N(C12CCN(CC2)CC=2C=CC(=NC2)NC(OC(C)(C)C)=O)C2=CC(=CC=C2)F)=O (tert-butyl 5-{[4-(cyclohexylamino)-1-(3-fluorophenyl)-2-oxo-1,3,8-triazaspiro[4.5]dec-3-en-8-yl]methyl}pyridin-2-ylcarbamate). Reaction SMILES: Cl.Cl.[CH:3]1([NH2+:9][C:10]2[C:14]3([CH2:19][CH2:18][NH2+:17][CH2:16][CH2:15]3)[N:13]([C:20]3[CH:25]=[CH:24][CH:23]=[C:22]([F:26])[CH:21]=3)[C:12](=[O:27])[N:11]=2)[CH2:8][CH2:7][CH2:6][CH2:5][CH2:4]1.Br[CH2:29][C:30]1[CH:31]=[CH:32][C:33]([NH:36][C:37](=[O:43])[O:38][C:39]([CH3:42])([CH3:41])[CH3:40])=[N:34][CH:35]=1.N1C(C)=CC=CC=1C.[Li+].[Br-].C1COCC1.C(=O)([O-])[O-].[K+].[K+]>CN(C=O)C.O>[CH:3]1([NH:9][C:10]2[C:14]3([CH2:15][CH2:16][N:17]([CH2:29][C:30]4[CH:31]=[CH:32][C:33]([NH:36][C:37](=[O:43])[O:38][C:39]([CH3:41])([CH3:40])[CH3:42])=[N:34][CH:35]=4)[CH2:18][CH2:19]3)[N:13]([C:20]3[CH:25]=[CH:24][CH:23]=[C:22]([F:26])[CH:21]=3)[C:12](=[O:27])[N:11]=2)[CH2:4][CH2:5][CH2:6][CH2:7][CH2:8]1 |f:0.1.2,4.5.6.7,8.9.10|. Procedure: To a solution of 188 mg (0.45 mmol) 4-(cyclohexylammonio)-1-(3-fluorophenyl)-2-oxo-1,3-diaza-8-azoniaspiro[4.5]dec-3-ene dihydrochloride (5-2) and 136 mg (0.473 mmol) tert-butyl 5-(bromomethyl)pyridin-2-ylcarbamate (prepared in a manner similar to that described in PCT application WO 00/0665570, substituting Methanesulfonicanhydredl/lutidine/LiBr/THF 0-55° C. in the bromination step) in 2.5 mL DMF was added 399 mg (2.89 mmol) granular potassium carbonate and the mixture stirred vigorously at 55°...